Dataset: the Open Reaction Database (ORD), a public repository of structured organic reaction records. Task: describe an organic reaction: reactants, conditions, products, and yield Starting materials: CCNc1ccccc1C1CCc2cc(OC)ccc2C1, CCN(Cc1ccc(OCCN2CCCC2)cc1)c1ccccc1C1CCc2cc(OC)ccc2C1, Cl, O=C(O)c1ccc(OCCN2CCCC2)cc1. The product is CCN(Cc1ccc(OCCN2CCCC2)cc1)c1ccccc1C1CCc2cc(O)ccc2C1. As a reaction SMILES: [CH2:1]([NH:2][c:3]1[cH:4][cH:5][cH:6][cH:7][c:8]1[CH:9]1[CH2:10][CH2:11][c:12]2[c:13]([cH:14][cH:15][c:16]([O:17][CH3:18])[cH:19]2)[CH2:20]1)[CH3:21].[CH2:40]([CH3:41])[N:42]([CH2:43][c:44]1[cH:45][cH:46][c:47]([O:50][CH2:51][CH2:52][N:53]2[CH2:54][CH2:55][CH2:56][CH2:57]2)[cH:48][cH:49]1)[c:58]1[c:59]([CH:64]2[CH2:65][c:66]3[cH:67][cH:68][c:69]([O:74][CH3:75])[cH:70][c:71]3[CH2:72][CH2:73]2)[cH:60][cH:61][cH:62][cH:63]1.[ClH:22].[N:23]1([CH2:24][CH2:25][O:26][c:27]2[cH:28][cH:29][c:30]([C:31]([OH:32])=[O:33])[cH:34][cH:35]2)[CH2:36][CH2:37][CH2:38][CH2:39]1>>[CH2:40]([CH3:41])[N:42]([CH2:43][c:44]1[cH:45][cH:46][c:47]([O:50][CH2:51][CH2:52][N:53]2[CH2:54][CH2:55][CH2:56][CH2:57]2)[cH:48][cH:49]1)[c:58]1[c:59]([CH:64]2[CH2:65][c:66]3[cH:67][cH:68][c:69]([OH:74])[cH:70][c:71]3[CH2:72][CH2:73]2)[cH:60][cH:61][cH:62][cH:63]1. Starting materials: NN1C(=NN=C(C1=O)C(C)(C)C)S (4-amino-6-tert.-butyl-3-mercapto-1,2,4-triazin-5(4H)-one), [OH-].[Na+] (sodium hydroxide), CI (methyl iodide). Run in O (water). Product: NN1C(=NN=C(C1=O)C(C)(C)C)SC (4-amino-6-tert.-butyl-3-methylthio-1,2,4-triazin-5(4H)-one). Yield: 81.6%. As a reaction SMILES: [NH2:1][N:2]1[C:7](=[O:8])[C:6]([C:9]([CH3:12])([CH3:11])[CH3:10])=[N:5][N:4]=[C:3]1[SH:13].[OH-].[Na+].[CH3:16]I>O>[NH2:1][N:2]1[C:7](=[O:8])[C:6]([C:9]([CH3:10])([CH3:12])[CH3:11])=[N:5][N:4]=[C:3]1[S:13][CH3:16] |f:1.2|. Reported procedure: 48.6 g (0.243 mol) of 4-amino-6-tert.-butyl-3-mercapto-1,2,4-triazin-5(4H)-one (V) were introduced into a mixture of 236 g of 45% strength sodium hydroxide solution and 160 g of water, while stirring. When all of the product had dissolved, 40.2 g of methyl iodide were added in a manner such that the internal temperature did not exceed 30° C. When the addition had ended, the reaction mixture was stirred at room temperature for a further 2 hours. The reaction product which had precipitated was the... Starting materials: [N+](=O)([O-])C1=CC(=CC=C1)[N+](=O)[O-] (1,3-dinitrobenzene), II (iodine). Solvent: S(O)(O)(=O)=O (sulphuric acid). Reaction conditions: temperature 140 celsius. Yields the product [N+](=O)([O-])C=1C=C(C=C(C1)[N+](=O)[O-])I (3,5-dinitroiodobenzene). The yield is 172.7%. Reaction SMILES: [N+:1]([C:4]1[CH:9]=[CH:8][CH:7]=[C:6]([N+:10]([O-:12])=[O:11])[CH:5]=1)([O-:3])=[O:2].[I:13]I>S(=O)(=O)(O)O>[N+:1]([C:4]1[CH:9]=[C:8]([I:13])[CH:7]=[C:6]([N+:10]([O-:12])=[O:11])[CH:5]=1)([O-:3])=[O:2]. Procedure details: A mixture of 1,3-dinitrobenzene (125 g), iodine (97 g) and concentrated sulphuric acid (500 ml) was heated to 140° C. for 3.5 hours. The mixture was cooled, poured onto crushed ice and filtered. The solid was washed with water and dried to give 3,5-dinitroiodobenzene (194 g) in 89% yield, m.p. 101°-102° C.